This data is from the Open Reaction Database (ORD), a public repository of structured organic reaction records. The task is: describe an organic reaction: reactants, conditions, products, and yield Starting materials: Cl[SiH](Cl)C[SiH](Cl)Cl (bisdichlorosilylmethane), C=CCCCC (1-hexene). Reagents/catalysts: [H+].[H+].Cl[Pt-2](Cl)(Cl)(Cl)(Cl)Cl (chloroplatinic acid). The solvent is C(C)(C)O (isopropanol). The product is C(CCCCC)[Si](Cl)(Cl)C[Si](CCCCCC)(Cl)Cl (bis(hexyldichlorosilyl)methane). The yield is 72.6%. RXN SMILES: [Cl:1][SiH:2]([CH2:4][SiH:5]([Cl:7])[Cl:6])[Cl:3].[CH2:8]=[CH:9][CH2:10][CH2:11][CH2:12][CH3:13]>C(O)(C)C.[H+].[H+].Cl[Pt-2](Cl)(Cl)(Cl)(Cl)Cl>[CH2:8]([Si:2]([CH2:4][Si:5]([Cl:7])([Cl:6])[CH2:8][CH2:9][CH2:10][CH2:11][CH2:12][CH3:13])([Cl:3])[Cl:1])[CH2:9][CH2:10][CH2:11][CH2:12][CH3:13] |f:3.4.5|. Procedure: In the same apparatus and procedures as EXAMPLE 1, 8 g(0.04 mole) of bisdichlorosilylmethane, 12.7 g (0.15 mole) of 1-hexene and 120 μl of 1% chloroplatinic acid solution in isopropanol were placed and reacted for 2 hours at reflux under the dry nitrogen atmosphere. Vacuum distillation of the reaction products gave 11.1 g (118°-120° C./0.05 mmHg) of bis(hexyldichlorosilyl)methane in 72.6% yield. The reactants are C(=O)(OC(C)(C)C)N[C@@H](CCCNC(=O)C(F)(F)F)C(=O)O (BocNH-Orn(COCF3)—CO2H), N[C@@H](CCCNC(=O)C(F)(F)F)C(=O)C(=O)OC (NH2-Orn(COCF3)—CO2Me), CN1CCOCC1 (NMM). Product: N[C@@H](CCCN)C(=O)O (ornithine). Isolated yield 97.0%. RXN SMILES: C([NH:8][C@H:9]([C:20]([OH:22])=[O:21])[CH2:10][CH2:11][CH2:12][NH:13]C(C(F)(F)F)=O)(OC(C)(C)C)=O.N[C@H](C(C(OC)=O)=O)CCCNC(C(F)(F)F)=O.CN1CCOCC1>>[NH2:8][C@H:9]([C:20]([OH:22])=[O:21])[CH2:10][CH2:11][CH2:12][NH2:13]. Procedure: Bi-directional synthesis was then initiated by the coupling of acid 6 with amine 7 using isobutyl chloroformate for activation of 6 and NMM as a base, as shown in Scheme 2. This reaction proceeded smoothly to give the fully protected ornithine dimer 9 in 97% yield with sufficient purity after extractive work-up to be utilized directly in subsequent reactions. Ornithine dimer 9 was divided into two equal portions. The first part was hydrogenated giving 11 in quantitative yield, while the second p... Starting materials: CCCCP(CCCC)CCCC, CSSC, ClCCl, OCc1nccn1CCCCc1ccc(OCc2coc(C=Cc3ccc(C(F)(F)F)cc3)n2)cc1, [Na+], [OH-], c1ccncc1. The product is CSCc1nccn1CCCCc1ccc(OCc2coc(C=Cc3ccc(C(F)(F)F)cc3)n2)cc1. RXN SMILES: [CH2:5]([P:6]([CH2:7][CH2:8][CH2:9][CH3:10])[CH2:11][CH2:12][CH2:13][CH3:14])[CH2:15][CH2:16][CH3:17].[CH3:1][S:2][S:3][CH3:4].[Cl:56][CH2:57][Cl:58].[F:18][C:19]([c:20]1[cH:21][cH:22][c:23]([CH:26]=[CH:27][c:28]2[o:29][cH:30][c:31]([CH2:33][O:34][c:35]3[cH:36][cH:37][c:38]([CH2:41][CH2:42][CH2:43][CH2:44][n:45]4[c:46]([CH2:50][OH:51])[n:47][cH:48][cH:49]4)[cH:39][cH:40]3)[n:32]2)[cH:24][cH:25]1)([F:52])[F:53].[Na+:55].[OH-:54].[cH:59]1[cH:60][cH:61][n:62][cH:63][cH:64]1>>[CH3:1][S:2][CH2:50][c:46]1[n:45]([CH2:44][CH2:43][CH2:42][CH2:41][c:38]2[cH:37][cH:36][c:35]([O:34][CH2:33][c:31]3[cH:30][o:29][c:28]([CH:27]=[CH:26][c:23]4[cH:22][cH:21][c:20]([C:19]([F:18])([F:52])[F:53])[cH:25][cH:24]4)[n:32]3)[cH:40][cH:39]2)[cH:49][cH:48][n:47]1. Reactants: C(C)(=O)C(C(=O)OC)C(C)C1=CC(=C(C=C1)OC)OC1CCCC1 (methyl 2-acetyl-3-(3-cyclopentyloxy-4-methoxyphenyl)-butanoate), O.NN (hydrazine monohydrate), O.NN (hydrazine monohydrate). The solvent is C(C)O (ethanol). Run at temperature 0 celsius, time 45 minute. Product: C1(CCCC1)OC=1C=C(C=CC1OC)C(C)C=1C(N=NC1C)=O (4-[1-(3-Cyclopentyloxy-4-methoxyphenyl) ethyl]-5-methyl-pyrazol-3-one). The yield is 22.4%. As a reaction SMILES: [C:1]([CH:4]([CH:9]([C:11]1[CH:16]=[CH:15][C:14]([O:17][CH3:18])=[C:13]([O:19][CH:20]2[CH2:24][CH2:23][CH2:22][CH2:21]2)[CH:12]=1)[CH3:10])[C:5](OC)=[O:6])(=O)[CH3:2].O.[NH2:26][NH2:27]>C(O)C>[CH:20]1([O:19][C:13]2[CH:12]=[C:11]([CH:9]([C:4]3[C:5](=[O:6])[N:26]=[N:27][C:1]=3[CH3:2])[CH3:10])[CH:16]=[CH:15][C:14]=2[O:17][CH3:18])[CH2:24][CH2:23][CH2:22][CH2:21]1 |f:1.2|. Procedure details: To a stirred solution of methyl 2-acetyl-3-(3-cyclopentyloxy-4-methoxyphenyl)-butanoate (362 mg, 1.08 mmol) in absolute ethanol (10 ml) at 0° C. was added hydrazine monohydrate (54 mg, 1.08 mmol) in one portion. The resulting solution was stirred at 0° C. for 45 minutes and then refluxed at 80° C. for 3 hours. Further hydrazine monohydrate (15.6 mg, 3.1×10-4 mol) was added and refluxing continued for a further 3 hours. After cooling to room temperature, the reaction mixture was concentrated in v... Reactants: CC(C)OC1=C(C(=CC=C1)OC(C)C)C2=CC=CC=C2P(C3CCCCC3)C4CCCCC4.N1CCC2=CC=CC=C12 (Ruphos indoline), FC(C(=O)O)(F)F.N=1N(C=C2C1CNC2)CC(C)(O)C (1-(5,6-dihydro-4H-pyrrolo[3,4-c]pyrazol-2-yl)-2-methyl-propan-2-ol 2,2,2-trifluoroacetic acid), [O-]P(=O)([O-])[O-].[K+].[K+].[K+] (potassium phosphate tribasic), C(C=C)N1C(=NC2=NC(=C(C=C21)Cl)I)O[C@H]2[C@@H]1[C@H](OC2)[C@@H](CO1)O[Si](C)(C)C(C)(C)C ([(3R,3aR,6R,6aS)-3-(1-allyl-6-chloro-5-iodo-imidazo[4,5-b]pyridin-2-yl)oxy-2,3,3a,5,6,6a-hexahydrofuro[3,2-b]furan-6-yl]oxy-tert-butyl-dimethyl-silane). Run in O1CCOCC1 (dioxane). Reaction conditions: temperature 110 celsius, time 18 hour. Product: [Si](C)(C)(C(C)(C)C)O[C@@H]1CO[C@H]2[C@@H]1OC[C@H]2OC=2N(C=1C(=NC(=C(C1)Cl)N1CC3=NN(C=C3C1)CC(C)(O)C)N2)CC=C (1-[5-[2-[[(3R,3aR,6R,6aS)-6-[tert-butyl(dimethyl)silyl]oxy-2,3,3a,5,6,6a-hexahydrofuro[3,2-b]furan-3-yl]oxy]-1-allyl-6-chloro-imidazo[4,5-b]pyridin-5-yl]-4,6-dihydropyrrolo[3,4-c]pyrazol-2-yl]-2-methyl-propan-2-ol). As a reaction SMILES: CC(OC1C=CC=C(OC(C)C)C=1C1C(P(C2CCCCC2)C2CCCCC2)=CC=CC=1)C.N1C2C(=CC=CC=2)CC1.FC(F)(F)C(O)=O.[N:50]1[N:51]([CH2:58][C:59]([CH3:62])([OH:61])[CH3:60])[CH:52]=[C:53]2[CH2:57][NH:56][CH2:55][C:54]=12.[O-]P([O-])([O-])=O.[K+].[K+].[K+].[CH2:71]([N:74]1[C:82]2[C:77](=[N:78][C:79](I)=[C:80]([Cl:83])[CH:81]=2)[N:76]=[C:75]1[O:85][C@@H:86]1[CH2:90][O:89][C@@H:88]2[C@H:91]([O:94][Si:95]([C:98]([CH3:101])([CH3:100])[CH3:99])([CH3:97])[CH3:96])[CH2:92][O:93][C@H:87]12)[CH:72]=[CH2:73]>O1CCOCC1>[Si:95]([O:94][C@H:91]1[C@H:88]2[O:89][CH2:90][C@@H:86]([O:85][C:75]3[N:74]([CH2:71][CH:72]=[CH2:73])[C:82]4[C:77]([N:76]=3)=[N:78][C:79]([N:56]3[CH2:57][C:53]5[C:54](=[N:50][N:51]([CH2:58][C:59]([CH3:62])([OH:61])[CH3:60])[CH:52]=5)[CH2:55]3)=[C:80]([Cl:83])[CH:81]=4)[C@H:87]2[O:93][CH2:92]1)([C:98]([CH3:100])([CH3:101])[CH3:99])([CH3:96])[CH3:97] |f:0.1,2.3,4.5.6.7|. Reported procedure: A mixture of Ruphos indoline precatalyst (12.6 mg, 0.017 mmol, Strem), 1-(5,6-dihydro-4H-pyrrolo[3,4-c]pyrazol-2-yl)-2-methyl-propan-2-ol 2,2,2-trifluoroacetic acid (102 mg, 0.346 mmol), potassium phosphate tribasic (184 mg, 0.865 mmol) and [(3R,3aR,6R,6aS)-3-(1-allyl-6-chloro-5-iodo-imidazo[4,5-b]pyridin-2-yl)oxy-2,3,3a,5,6,6a-hexahydrofuro[3,2-b]furan-6-yl]oxy-tert-butyl-dimethyl-silane (100 mg, 0.173 mmol) in dioxane (1.0 ml) was degassed (3×) and placed under nitrogen before being heated to ... Reactants: O=C1CC2=C(C=CC3=C1C=CC=C3)C=CC=C2 (5-Oxo-dibenzo[a,e]cyclooctene), Cl.NO (hydroxylamine hydrochloride), N1=CC=CC=C1 (pyridine). The solvent is C(C)O (ethanol). The product is ON=C1CC2=C(C=CC3=C1C=CC=C3)C=CC=C2 (5-hydroxyimino-dibenzo[a,e]cyclooctene). As a reaction SMILES: O=[C:2]1[C:9]2[CH:10]=[CH:11][CH:12]=[CH:13][C:8]=2[CH:7]=[CH:6][C:5]2[CH:14]=[CH:15][CH:16]=[CH:17][C:4]=2[CH2:3]1.Cl.[NH2:19][OH:20].N1C=CC=CC=1>C(O)C>[OH:20][N:19]=[C:2]1[C:9]2[CH:10]=[CH:11][CH:12]=[CH:13][C:8]=2[CH:7]=[CH:6][C:5]2[CH:14]=[CH:15][CH:16]=[CH:17][C:4]=2[CH2:3]1 |f:1.2|. Procedure: To a solution of 5-oxo-dibenzo[a,e]cyclooctene (1 g, Example 1, step E) in ethanol (40 ml) was added hydroxylamine hydrochloride (0.316 g) and pyridine (0.404 ml). This mixture was heated to reflux for 8hr, cooled to room temperature and evaporated to dryness. To the residue was added ethyl acetate (100 ml). water (100 ml),then sodium hydroxide (1M) until pH 10. The aqueous layer was extracted with ethyl acetate (200 ml), the combined organic layers were washed with water (100 ml), brine (100 ml...